This data is from the Open Reaction Database (ORD), a public repository of structured organic reaction records. The task is: describe an organic reaction: reactants, conditions, products, and yield Reactants: C(CC)(=O)OC(C(C)C)Cl (1-Chloroisobutyl propionate), C1(=CC=CC=C1)NC([C@@H](NC(C(CCC1=CC=CC=C1)CP(=O)(O)CCCCN1C(C2=CC=CC=C2C1)=O)=O)CC(C)C)=O ((2-(((4-(1,3-Dihydro-1-oxo-2H-isoindol-2-yl)butyl)hydroxyphosphinyl)methyl)-4-phenylbutanoyl)-L-leucine N-phenylamide). The reagents and catalysts are [I-].C(CCCCC)[N+](CCCCCC)(CCCCCC)CCCCCC (tetra-n-hexylammonium iodide). Solvent: C(C)(=O)OCC (ethyl acetate). Run at time 8 hour. Product: C1(=CC=CC=C1)NC([C@@H](NC(C(CCC1=CC=CC=C1)CP(=O)(OC(C(C)C)OC(CC)=O)CCCCN1C(C2=CC=CC=C2C1)=O)=O)CC(C)C)=O ((2-(((4-(1,3-dihydro-1-oxo-2H-isoindol-2-yl)butyl)(2-methyl-1-(1-oxopropoxy)propoxy)phosphinyl)methyl)-4-phenylbutanoyl)-L-leucine N-phenylamide). Yield: 32.0%. RXN SMILES: [C:1]([O:5][CH:6](Cl)[CH:7]([CH3:9])[CH3:8])(=[O:4])[CH2:2][CH3:3].[C:11]1([NH:17][C:18](=[O:54])[C@H:19]([CH2:50][CH:51]([CH3:53])[CH3:52])[NH:20][C:21](=[O:49])[CH:22]([CH2:31][P:32]([CH2:35][CH2:36][CH2:37][CH2:38][N:39]2[CH2:47][C:46]3[C:41](=[CH:42][CH:43]=[CH:44][CH:45]=3)[C:40]2=[O:48])([OH:34])=[O:33])[CH2:23][CH2:24][C:25]2[CH:30]=[CH:29][CH:28]=[CH:27][CH:26]=2)[CH:16]=[CH:15][CH:14]=[CH:13][CH:12]=1>[I-].C([N+](CCCCCC)(CCCCCC)CCCCCC)CCCCC.C(OCC)(=O)C>[C:11]1([NH:17][C:18](=[O:54])[C@H:19]([CH2:50][CH:51]([CH3:52])[CH3:53])[NH:20][C:21](=[O:49])[CH:22]([CH2:31][P:32]([CH2:35][CH2:36][CH2:37][CH2:38][N:39]2[CH2:47][C:46]3[C:41](=[CH:42][CH:43]=[CH:44][CH:45]=3)[C:40]2=[O:48])([O:34][CH:6]([O:5][C:1](=[O:4])[CH2:2][CH3:3])[CH:7]([CH3:9])[CH3:8])=[O:33])[CH2:23][CH2:24][C:25]2[CH:30]=[CH:29][CH:28]=[CH:27][CH:26]=2)[CH:12]=[CH:13][CH:14]=[CH:15][CH:16]=1 |f:2.3|. Procedure details: 1-Chloroisobutyl propionate (0.20 mL) was added to a mixture of 4 Å molecular sieves (125 mg), tetra-n-hexylammonium iodide (40 mg, 0.083 mmol), and (2-(((4-(1,3-Dihydro-1-oxo-2H-isoindol-2-yl)butyl)hydroxyphosphinyl)methyl)-4-phenylbutanoyl)-L-leucine N-phenylamide (50 mg, 0.081 mmol).6The mixture was warmed in an oil bath at 65°-70° C. for 7 h, then allowed to stand at room temperature overnight. The mixture was diluted into ethyl acetate (25 mL) and washed with 2N aqueous hydrochloric acid (2... The reactants are 2C, C1(CC1)CCN1C(C(C2=CC=CC=C12)(C1=CC2=C(OCO2)C=C1O)O)=O (1-(2-cyclopropylethyl)-3-hydroxy-3-(6-hydroxy-1,3-benzodioxol-5-yl)-1,3-dihydro-2H-indol-2-one), C(CCCCC)N1C(C(C2=CC=CC=C12)(C1=CC2=C(OCO2)C=C1O)O)=O (1-hexyl-3-hydroxy-3-(6-hydroxy-1,3-benzodioxol-5-yl)-1,3-dihydro-2H-indol-2-one). The product is C(CCCCC)N1C(C(C2=CC=CC=C12)C1=CC2=C(OCO2)C=C1O)=O (1-hexyl-3-(6-hydroxy-1,3-benzodioxol-5-yl)-1,3-dihydro-2H-indol-2-one). RXN SMILES: C1(CCN2C3C(=CC=CC=3)C(O)(C3C(O)=CC4OCOC=4C=3)C2=O)CC1.[CH2:27]([N:33]1[C:41]2[C:36](=[CH:37][CH:38]=[CH:39][CH:40]=2)[C:35](O)([C:42]2[C:50]([OH:51])=[CH:49][C:45]3[O:46][CH2:47][O:48][C:44]=3[CH:43]=2)[C:34]1=[O:53])[CH2:28][CH2:29][CH2:30][CH2:31][CH3:32]>>[CH2:27]([N:33]1[C:41]2[C:36](=[CH:37][CH:38]=[CH:39][CH:40]=2)[CH:35]([C:42]2[C:50]([OH:51])=[CH:49][C:45]3[O:46][CH2:47][O:48][C:44]=3[CH:43]=2)[C:34]1=[O:53])[CH2:28][CH2:29][CH2:30][CH2:31][CH3:32]. Reported procedure: Following the procedure as described in PREPARATION 2C, and making non-critical variations to replace 1-(2-cyclopropylethyl)-3-hydroxy-3-(6-hydroxy-1,3-benzodioxol-5-yl)-1,3-dihydro-2H-indol-2-one with 1-hexyl-3-hydroxy-3-(6-hydroxy-1,3-benzodioxol-5-yl)-1,3-dihydro-2H-indol-2-one, the title compound was obtained (98%) as a white solid: 1H NMR (300 MHz, CDCl3) δ 7.38-7.13 (m, 3H), 6.94 (d, 1H), 6.60 (s, 1H), 6.32 (s, 1H), 5.84 (dd, 2H), 5.02 (s, 1H), 3.74-3.63 (m, 2H), 1.70-1.61 (m, 2H), 1.37-1.... Starting materials: N1=CC=CC=C1.C(=C)B1OB(OB(O1)C=C)C=C (2,4,6-trivinyl-1,3,5,2,4,6-trioxatriborinane compound with pyridine), OC=1C(=C(C(=O)OC)C=CC1)[N+](=O)[O-] (methyl 3-hydroxy-2-nitrobenzoate), N1=CC=CC=C1 (pyridine). The reagents and catalysts are C(C)(=O)[O-].[Cu+2].C(C)(=O)[O-] (copper (II) acetate). Solvent: ClCCl (dichloromethane). Reaction conditions: time 5 day. Product: [N+](=O)([O-])C1=C(C(=O)OC)C=CC=C1OC=C (methyl 2-nitro-3-(vinyloxy)benzoate). Isolated yield 75.1%. As a reaction SMILES: N1C=CC=CC=1.C(B1OB(C=C)OB([CH:17]=[CH2:18])O1)=C.[OH:19][C:20]1[C:21]([N+:30]([O-:32])=[O:31])=[C:22]([CH:27]=[CH:28][CH:29]=1)[C:23]([O:25][CH3:26])=[O:24].N1C=CC=CC=1>C([O-])(=O)C.[Cu+2].C([O-])(=O)C.ClCCl>[N+:30]([C:21]1[C:20]([O:19][CH:17]=[CH2:18])=[CH:29][CH:28]=[CH:27][C:22]=1[C:23]([O:25][CH3:26])=[O:24])([O-:32])=[O:31] |f:0.1,4.5.6|. Procedure details: A mixture of copper (II) acetate (11.98 g, 65.9 mmol) and dichloromethane (80 mL) were stirred at room temperature for 10 minutes, before the addition of 2,4,6-trivinyl-1,3,5,2,4,6-trioxatriborinane compound with pyridine (1:1) (10.63 g, 44.2 mmol, 0.67 eq), methyl 3-hydroxy-2-nitrobenzoate (U.S. Publication No. 2012/0035194 A1 [0202]) (13 g, 65.9 mmol), pyridine (26.7 mL, 330 mmol), and molecular sieves (1 g). The resulting deep blue mixture was stirred at room temperature for 5 days, with the ... Reactants: [F-].C(CCC)[N+](CCCC)(CCCC)CCCC (tetrabutylammonium fluoride), solution, ClC1=C(C=CC=C1)C1=CC=C2C(=NN(C2=C1)COCC[Si](C)(C)C)NC(CCC)=O (N-[6-(2-chlorophenyl)-1-[[2-(trimethylsilyl)ethoxy]methyl]-1H-indazol-3-yl]butanamide). Solvent: O1CCCC1 (tetrahydrofuran), O1CCCC1 (tetrahydrofuran), C(C)(=O)OCC (ethyl acetate). Yields the product ClC1=C(C=CC=C1)C1=CC=C2C(=NNC2=C1)NC(CCC)=O (N-[6-(2-chlorophenyl)-1H-indazol-3-yl]butanamide). Isolated yield 18.9%. RXN SMILES: [F-].C([N+](CCCC)(CCCC)CCCC)CCC.[Cl:19][C:20]1[CH:25]=[CH:24][CH:23]=[CH:22][C:21]=1[C:26]1[CH:34]=[C:33]2[C:29]([C:30]([NH:43][C:44](=[O:48])[CH2:45][CH2:46][CH3:47])=[N:31][N:32]2COCC[Si](C)(C)C)=[CH:28][CH:27]=1>O1CCCC1.C(OCC)(=O)C>[Cl:19][C:20]1[CH:25]=[CH:24][CH:23]=[CH:22][C:21]=1[C:26]1[CH:34]=[C:33]2[C:29]([C:30]([NH:43][C:44](=[O:48])[CH2:45][CH2:46][CH3:47])=[N:31][NH:32]2)=[CH:28][CH:27]=1 |f:0.1|. Reported procedure: 2.9 cm3 of tetrabutylammonium fluoride as a 1M solution in tetrahydrofuran are added to 900 mg of N-[6-(2-chlorophenyl)-1-[[2-(trimethylsilyl)ethoxy]methyl]-1H-indazol-3-yl]butanamide, described previously, in 40 cm3 of tetrahydrofuran, and the mixture is refluxed for 18 hours. The reaction medium is diluted with 50 cm3 of ethyl acetate and the organic phase is washed successively with 2×30 cm3 of saturated sodium hydrogen carbonate solution, with 30 cm3 of water and with 30 cm3 of saturated sod... Starting materials: BrB(Br)Br, COCCOc1ccc2c(c1)ncn2-c1ccc2cccc(OS(=O)(=O)C(F)(F)F)c2n1, ClCCl, N#N, [Na+], O=C([O-])O, O. Product: O=S(=O)(Oc1cccc2ccc(-n3cnc4cc(O)ccc43)nc12)C(F)(F)F. RXN SMILES: [B:35]([Br:36])([Br:37])[Br:38].[CH3:1][O:2][CH2:3][CH2:4][O:5][c:6]1[cH:7][c:8]2[c:9]([n:10](-[c:13]3[n:14][c:15]4[c:16]([O:23][S:24](=[O:25])(=[O:26])[C:27]([F:28])([F:29])[F:30])[cH:17][cH:18][cH:19][c:20]4[cH:21][cH:22]3)[cH:11][n:12]2)[cH:31][cH:32]1.[Cl:44][CH2:45][Cl:46].[N:33]#[N:34].[Na+:43].[O-:39][C:40]([OH:41])=[O:42].[OH2:47]>>[OH:5][c:6]1[cH:7][c:8]2[c:9]([n:10](-[c:13]3[n:14][c:15]4[c:16]([O:23][S:24](=[O:25])(=[O:26])[C:27]([F:28])([F:29])[F:30])[cH:17][cH:18][cH:19][c:20]4[cH:21][cH:22]3)[cH:11][n:12]2)[cH:31][cH:32]1. Starting materials: OC1=CC2=C(CCO2)C=C1C1C(N(C=2C=C3C(=CC12)OCCO3)CC=3OC(=CC3)C(F)(F)F)=O (8-(6-hydroxy-2,3-dihydrobenzofuran-5-yl)-6-((5-(trifluoromethyl)furan-2-yl)methyl)-6,8-dihydro-2H-[1,4]dioxino[2,3-f]indol-7(3H)-one), C1(=CC=CC=C1)C(N1C(C(C2=CC=CC=C12)C1=C(C=C(C(=C1)C)OC)O)=O)C1=CC=CC=C1 (1-(diphenylmethyl)-3-(2-hydroxy-4-methoxy-5-methylphenyl)-1,3-dihydro-2H-indol-2-one). Yields the product FC(C1=CC=C(O1)CN1C(C2(COC=3C2=CC2=C(OCC2)C3)C=3C=C2C(=CC13)OCCO2)=O)(F)F (6-((5-(trifluoromethyl)furan-2-yl)methyl)-2,3,5′,6′-tetrahydro-2′H-spiro[[1,4]dioxino[2,3-f]indole-8,3′-benzofuro[6,5-b]furan]-7(6H)-one). As a reaction SMILES: [OH:1][C:2]1[C:10]([CH:11]2[C:19]3[CH:18]=[C:17]4[O:20][CH2:21][CH2:22][O:23][C:16]4=[CH:15][C:14]=3[N:13]([CH2:24][C:25]3[O:26][C:27]([C:30]([F:33])([F:32])[F:31])=[CH:28][CH:29]=3)[C:12]2=[O:34])=[CH:9][C:5]2[CH2:6][CH2:7][O:8][C:4]=2[CH:3]=1.[C:35]1(C(C2C=CC=CC=2)N2C3C(=CC=CC=3)C(C3C=C(C)C(OC)=CC=3O)C2=O)C=CC=CC=1>>[F:31][C:30]([F:33])([F:32])[C:27]1[O:26][C:25]([CH2:24][N:13]2[C:14]3[CH:15]=[C:16]4[O:23][CH2:22][CH2:21][O:20][C:17]4=[CH:18][C:19]=3[C:11]3([C:10]4=[CH:9][C:5]5[CH2:6][CH2:7][O:8][C:4]=5[CH:3]=[C:2]4[O:1][CH2:35]3)[C:12]2=[O:34])=[CH:29][CH:28]=1. Reported procedure: Following the procedure as described in EXAMPLE 2 and making non-critical variations using 8-(6-hydroxy-2,3-dihydrobenzofuran-5-yl)-6-((5-(trifluoromethyl)furan-2-yl)methyl)-6,8-dihydro-2H-[1,4]dioxino[2,3-f]indol-7(3H)-one to replace 1-(diphenylmethyl)-3-(2-hydroxy-4-methoxy-5-methylphenyl)-1,3-dihydro-2H-indol-2-one, 6-((5-(trifluoromethyl)furan-2-yl)methyl)-2,3,5′,6′-tetrahydro-2′H-spiro[[1,4]dioxino[2,3-f]indole-8,3′-benzofuro[6,5-b]furan]-7(6H)-one was obtained (42%) as a colorless solid: m... Reactants: CCCCCCC(O)CC(=O)OC(C)(C)C, CCCCCI. Yields the product CCCCCCC(O)C(CCCCC)C(=O)OC(C)(C)C. RXN SMILES: [C:1]([CH3:2])([CH3:3])([CH3:4])[O:5][C:6]([CH2:7][CH:8]([CH2:9][CH2:10][CH2:11][CH2:12][CH2:13][CH3:14])[OH:15])=[O:16].[I:17][CH2:18][CH2:19][CH2:20][CH2:21][CH3:22]>>[C:1]([CH3:2])([CH3:3])([CH3:4])[O:5][C:6]([CH:7]([CH:8]([CH2:9][CH2:10][CH2:11][CH2:12][CH2:13][CH3:14])[OH:15])[CH2:18][CH2:19][CH2:20][CH2:21][CH3:22])=[O:16].